Task: describe an organic reaction: reactants, conditions, products, and yield. Dataset: the Open Reaction Database (ORD), a public repository of structured organic reaction records Starting materials: BrCCBr, O=C([O-])[O-], COc1cc(C=O)cc(OC)c1O, [K+], [K+], CN(C)C=O, O. Yields the product COc1cc(C=O)cc(OC)c1OCCBr. Reaction SMILES: [Br:1][CH2:2][CH2:3][Br:4].[C:18](=[O:19])([O-:20])[O-:21].[CH:5]([c:6]1[cH:7][c:8]([O:9][CH3:10])[c:11]([OH:12])[c:13]([O:14][CH3:15])[cH:16]1)=[O:17].[K+:22].[K+:23].[O:25]=[CH:26][N:27]([CH3:28])[CH3:29].[OH2:24]>>[Br:1][CH2:2][CH2:3][O:12][c:11]1[c:8]([O:9][CH3:10])[cH:7][c:6]([CH:5]=[O:17])[cH:16][c:13]1[O:14][CH3:15]. Reactants: ClC1=C2C(=NC=C1)C=C(O2)C2=CC(=C(C(=C2)OC)OC)OC (7-chloro-2-(3,4,5-trimethoxyphenyl)furo[3,2-b]pyridine), FC1=CC=C(C=C1)NC(=O)C=1C=C(C=CC1)B(O)O (3-(4-fluorophenyl)aminocarbonyl-phenylboronic acid). The product is FC1=CC=C(C=C1)NC(C1=CC(=CC=C1)C1=C2C(=NC=C1)C=C(O2)C2=CC(=C(C(=C2)OC)OC)OC)=O (N-(4-Fluoro-phenyl)-3-[2-(3,4,5-trimethoxy-phenyl)-furo[3,2-b]pyridin-7-yl]-benzamide), solid. Yield: 81.0%. RXN SMILES: Cl[C:2]1[CH:7]=[CH:6][N:5]=[C:4]2[CH:8]=[C:9]([C:11]3[CH:16]=[C:15]([O:17][CH3:18])[C:14]([O:19][CH3:20])=[C:13]([O:21][CH3:22])[CH:12]=3)[O:10][C:3]=12.[F:23][C:24]1[CH:29]=[CH:28][C:27]([NH:30][C:31]([C:33]2[CH:34]=[C:35](B(O)O)[CH:36]=[CH:37][CH:38]=2)=[O:32])=[CH:26][CH:25]=1>>[F:23][C:24]1[CH:25]=[CH:26][C:27]([NH:30][C:31](=[O:32])[C:33]2[CH:34]=[CH:35][CH:36]=[C:37]([C:2]3[CH:7]=[CH:6][N:5]=[C:4]4[CH:8]=[C:9]([C:11]5[CH:16]=[C:15]([O:17][CH3:18])[C:14]([O:19][CH3:20])=[C:13]([O:21][CH3:22])[CH:12]=5)[O:10][C:3]=34)[CH:38]=2)=[CH:28][CH:29]=1. Reported procedure: The title compound was prepared by procedure C using 7-chloro-2-(3,4,5-trimethoxyphenyl)furo[3,2-b]pyridine (45.00 mg; 0.14 mmol; 1.00 eq.) instead of 7-chloro-2-iodo-furo[3,2-b]pyridine, and 3-(4-fluorophenyl)aminocarbonyl-phenylboronic acid (40.10 mg; 0.15 mmol; 1.10 eq.) instead of 4-fluorophenylboronic acid and was obtained as a white solid (57 mg, 81%). (HPLC (method F): 87%, RT: 4.33 min); 1H NMR (500 MHz, DMSO-d6) δ [ppm] 10.51 (s, 1H), 8.96 (s, 1H), 8.67-8.58 (m, 1H), 8.34 (d, J=7.4, 1H)... Reactants: CC(C)(C)[Si](C)(C)OC(CCCCCCc1ccccc1)c1ncc(-c2ccccc2O)o1, CCOC(C)=O. Product: O=C(CCCCCCc1ccccc1)c1ncc(-c2ccccc2O)o1. As a reaction SMILES: [C:1]([Si:2]([CH3:3])([CH3:4])[O:6][CH:7]([CH2:8][CH2:9][CH2:10][CH2:11][CH2:12][CH2:13][c:14]1[cH:15][cH:16][cH:17][cH:18][cH:19]1)[c:20]1[o:21][c:22](-[c:25]2[c:26]([OH:31])[cH:27][cH:28][cH:29][cH:30]2)[cH:23][n:24]1)([CH3:5])([CH3:32])[CH3:33].[CH3:34][CH2:35][O:36][C:37]([CH3:38])=[O:39]>>[O:6]=[C:7]([CH2:8][CH2:9][CH2:10][CH2:11][CH2:12][CH2:13][c:14]1[cH:15][cH:16][cH:17][cH:18][cH:19]1)[c:20]1[o:21][c:22](-[c:25]2[c:26]([OH:31])[cH:27][cH:28][cH:29][cH:30]2)[cH:23][n:24]1. Starting materials: amine, 4-oxo-tetrahydro, 3-methoxymethyl-4-oxo-9,10,11,12-tetrahydro-4H, 5H-naphtho[2,1-b]thiopyrano[2,3-d]pyran-2-carboxylic acid-6,6-dioxide, R16NH2, O=C1C2=C(OC(=C1)C(=O)O)C1=C(SC2)C=CC=C1 (4-oxo-4H,5H-[1]benzothiopyrano[4,3-b]pyran-2-carboxylic acid), O=C1C2=C(NC(=C1)C(=O)O)C1=C(SC2)C=CC=2CCCCC21 (4-oxo-1,4,9,10,11,12-hexahydro-5H-naphtho[1',2' : 5,6)thiopyrano[4,3-b]pyridine-2-carboxylic acid). The product is O=C1C2=C(NC(=C1)C(=O)O)C1=C(SC2)C=C2CCCCC2=C1 (4-oxo-1,4,8,9,10,11-hexahydro-5H-naphtho[2', 3' :5,6]thiopyrano[4,3-b]pyridine-2-carboxylic acid). As a reaction SMILES: O=C1C=C(C(O)=O)OC2C3C=CC=CC=3SCC1=2.COCC1C(=O)C2C[O+](=O)([O-])C3C=CC4CCCCC=4C=3C=2SC=1C(O)=O.[O:46]=[C:47]1[CH:52]=[C:51]([C:53]([OH:55])=[O:54])[NH:50][C:49]2[C:56]3[C:67]4[CH2:66][CH2:65][CH2:64][CH2:63][C:62]=4[CH:61]=[CH:60][C:57]=3[S:58][CH2:59][C:48]1=2>>[O:46]=[C:47]1[CH:52]=[C:51]([C:53]([OH:55])=[O:54])[NH:50][C:49]2[C:56]3[CH:67]=[C:66]4[C:61]([CH2:62][CH2:63][CH2:64][CH2:65]4)=[CH:60][C:57]=3[S:58][CH2:59][C:48]1=2. Procedure details: In the same manner, by using an appropriate amine of formula R16NH2 but replacing 4-oxo-4H,5H-[1]benzothiopyrano[4,3-b]pyran-2-carboxylic acid with an equivalent amount of one of the 4-oxo-tetrahydro-4H,5H-naphtho[2,1-b] or [2,3-b ] or [1,2-b]thiopyrano[2,3-d]pyran-2-carboxylic acids (described in Example 79), 4-oxo-1,4,9,10,11,12-hexahydro-5H-naphtho[1',2' : 5,6)thiopyrano[4,3-b]pyridine-2-carboxylic acid (1;R3, R4, R5 and R15 = H, R1 and R2 together form a CH2CH2CH2CH2 chain, X = S and Y = NH)... The product is CCOC(Cc1ccc(OCc2nc(-c3cc(OC)cc(OC)c3)oc2C)cc1C)C(=O)O. RXN SMILES: [CH3:1][O:2][C:3]([CH:4]([CH2:5][c:6]1[c:7]([CH3:30])[cH:8][c:9]([O:12][CH2:13][c:14]2[n:15][c:16](-[c:20]3[cH:21][c:22]([O:28][CH3:29])[cH:23][c:24]([O:26][CH3:27])[cH:25]3)[o:17][c:18]2[CH3:19])[cH:10][cH:11]1)[O:31][CH2:32][CH3:33])=[O:34].[Li+:36].[OH-:35]>>[O:2]=[C:3]([CH:4]([CH2:5][c:6]1[c:7]([CH3:30])[cH:8][c:9]([O:12][CH2:13][c:14]2[n:15][c:16](-[c:20]3[cH:21][c:22]([O:28][CH3:29])[cH:23][c:24]([O:26][CH3:27])[cH:25]3)[o:17][c:18]2[CH3:19])[cH:10][cH:11]1)[O:31][CH2:32][CH3:33])[OH:34]. The reactants are CCOC(Cc1ccc(OCc2nc(-c3cc(OC)cc(OC)c3)oc2C)cc1C)C(=O)OC, [Li+], [OH-]. The yield is 98.8%. The product is C1(C=CC=C1)C1CC(CC(C1)(C)C)(C)C (1-(cyclopentadienyl)-3,3,5,5-tetramethylcyclohexane). Starting materials: [NH4+].[Cl-] (NH4Cl), Cl (HCl), [H-].[H-].[H-].[H-].[Li+].[Al+3] (LiAlH4), CC1(CC(CC(C1)(C)C)C1=CC=CC1=C)C (3,3,5,5-tetramethylcyclohexylfulvene). Reaction conditions: temperature 0 celsius, time 17 hour. As a reaction SMILES: [H-].[H-].[H-].[H-].[Li+].[Al+3].[CH3:7][C:8]1([CH3:22])[CH2:13][C:12]([CH3:15])([CH3:14])[CH2:11][CH:10]([C:16]2[C:20](=C)[CH:19]=[CH:18][CH:17]=2)[CH2:9]1.[NH4+].[Cl-].Cl>O1CCCC1.O>[CH:16]1([CH:10]2[CH2:11][C:12]([CH3:15])([CH3:14])[CH2:13][C:8]([CH3:22])([CH3:7])[CH2:9]2)[CH:17]=[CH:18][CH:19]=[CH:20]1 |f:0.1.2.3.4.5,7.8|. Procedure details: A 500 mL flask was charged with LiAlH4 (2.50 g, 65.9 mmol) and 200 mL tetrahydrofuran. An addition funnel containing 3,3,5,5-tetramethylcyclohexylfulvene (11.89 g, 58.8 mmol) dissolved in 50 mL tetrahydrofuran was attached. The vessel was cooled to 0° C. before dropwise addition over 25 minutes. After 17 hours of stirring at room temperature, the vessel was cooled to 0° C. and 20 mL of water were added dropwise. Then, aqueous NH4Cl (100 mL) and water (200 mL) were added before the organic layer ... Run in O (water), O (water), O1CCCC1 (tetrahydrofuran), O1CCCC1 (tetrahydrofuran).